This data is from the Open Reaction Database (ORD), a public repository of structured organic reaction records. The task is: describe an organic reaction: reactants, conditions, products, and yield Starting materials: Cl.C(C)C1=C(C(=CC=C1)CC)NC(=O)C1=NN(C2=C1CCC=1C=NC(=NC21)NC2CCNCC2)C (N-(2,6-diethylphenyl)-1-methyl-8-(piperidin-4-ylamino)-4,5-dihydro-1H-pyrazolo[4,3-h]quinazoline-3-carboxamide hydrochloride), CCN(C(C)C)C(C)C (DIPEA), N-ethyl-N′,N′-diisopropyl carbodiimide hydrochloride, ON1N=NC2=C1C=CC=C2 (1-hydroxy-benzotriazole), C(C)(=O)O (acetic acid). The solvent is O (Water), CN(C=O)C (dimethylformamide). Run at time 6 hour. Product: C(C)(=O)N1CCC(CC1)NC1=NC=2C3=C(CCC2C=N1)C(=NN3C)C(=O)NC3=C(C=CC=C3CC)CC (8-[(1-acetylpiperidin-4-yl)amino]-N-(2,6-diethylphenyl)-1-methyl-4,5-dihydro-1H-pyrazolo[4,3-h]quinazoline-3-carboxamide). The yield is 77.0%. Reaction SMILES: Cl.[CH2:2]([C:4]1[CH:9]=[CH:8][CH:7]=[C:6]([CH2:10][CH3:11])[C:5]=1[NH:12][C:13]([C:15]1[C:19]2[CH2:20][CH2:21][C:22]3[CH:23]=[N:24][C:25]([NH:28][CH:29]4[CH2:34][CH2:33][NH:32][CH2:31][CH2:30]4)=[N:26][C:27]=3[C:18]=2[N:17]([CH3:35])[N:16]=1)=[O:14])[CH3:3].CCN(C(C)C)C(C)C.ON1C2C=CC=CC=2N=N1.[C:55](O)(=[O:57])[CH3:56]>CN(C)C=O.O>[C:55]([N:32]1[CH2:31][CH2:30][CH:29]([NH:28][C:25]2[N:24]=[CH:23][C:22]3[CH2:21][CH2:20][C:19]4[C:15]([C:13]([NH:12][C:5]5[C:4]([CH2:2][CH3:3])=[CH:9][CH:8]=[CH:7][C:6]=5[CH2:10][CH3:11])=[O:14])=[N:16][N:17]([CH3:35])[C:18]=4[C:27]=3[N:26]=2)[CH2:34][CH2:33]1)(=[O:57])[CH3:56] |f:0.1|. Procedure: To a solution of N-(2,6-diethylphenyl)-1-methyl-8-(piperidin-4-ylamino)-4,5-dihydro-1H-pyrazolo[4,3-h]quinazoline-3-carboxamide hydrochloride (40 mg, 0.075 mmol) in dimethylformamide (1 mL), DIPEA (0.2 mL, 1.1 mmol), N-ethyl-N′,N′-diisopropyl carbodiimide hydrochloride (EDCI) (22 mg, 0.113 mmol), 1-hydroxy-benzotriazole (18 mg, 0.113 mmol) and acetic acid (0.005 mL, 0.009 mmol) were added. The mixture was stirred at room temperature for 6 h. Water was added and the mixture extracted with ethylac... The reactants are Nc1n[nH]c2c(F)c(Br)c(F)c(F)c12, CCCC(=O)Cl, c1ccncc1. Product: CCCC(=O)Nc1n[nH]c2c(F)c(Br)c(F)c(F)c12. Reaction SMILES: [Br:7][c:8]1[c:9]([F:20])[c:10]([F:19])[c:11]2[c:12]([NH2:18])[n:13][nH:14][c:15]2[c:16]1[F:17].[C:1]([CH2:2][CH2:3][CH3:4])(=[O:5])[Cl:6].[cH:21]1[cH:22][cH:23][n:24][cH:25][cH:26]1>>[C:1]([CH2:2][CH2:3][CH3:4])(=[O:5])[NH:18][c:12]1[c:11]2[c:10]([F:19])[c:9]([F:20])[c:8]([Br:7])[c:16]([F:17])[c:15]2[nH:14][n:13]1. The reactants are C12(CC3CC(CC(C1)C3)C2)C(C#N)CC (2-(1-adamantyl)butanenitrile), 2-M, C[Al](C)C (trimethylaluminium), SiO2, C(Cl)(Cl)Cl (CHCl3), [NH4+].[Cl-] (NH4Cl). Run in C1(=CC=CC=C1)C (toluene), C1(=CC=CC=C1)C (toluene), C1(=CC=CC=C1)C (toluene). Conditions: time 2 hour. The product is Cl.C12(CC3CC(CC(C1)C3)C2)C(C(N)=N)CC (2-(1-Adamantyl)butanimidamide hydrochloride). Isolated yield 68.0%. As a reaction SMILES: [NH4+:1].[Cl-].C[Al](C)C.[C:7]12([CH:17]([CH2:20][CH3:21])[C:18]#[N:19])[CH2:16][CH:11]3[CH2:12][CH:13]([CH2:15][CH:9]([CH2:10]3)[CH2:8]1)[CH2:14]2.C(Cl)(Cl)[Cl:23]>C1(C)C=CC=CC=1>[ClH:23].[C:7]12([CH:17]([CH2:20][CH3:21])[C:18](=[NH:1])[NH2:19])[CH2:14][CH:13]3[CH2:12][CH:11]([CH2:10][CH:9]([CH2:15]3)[CH2:8]1)[CH2:16]2 |f:0.1,6.7|. Reported procedure: A suspension of NH4Cl (1.38 g, 26 mmol) in dry toluene (8 mL) at 0° C. was treated dropwise with 2-M trimethylaluminium in toluene (13 mL, 26 mmol), allowed to warm to room temperature and stirred for 2 h. This solution was added to a solution of 2-(1-adamantyl)butanenitrile (0.44 g, 2.2 mmol) in dry toluene (10 mL) and the resulting solution refluxed for 4 days, cooled to room temperature and poured into a slurry of SiO2 (5 g) and CHCl3 (10 mL). The slurry was filtered, the filtrate treated wit... The reactants are Cl.ClC1=C(N)C(=CC=C1)F (2-chloro-6-fluoroaniline hydrochloride), [N+](=O)([O-])[O-].[Na+] (sodium nitrate), S(=O)(=O)([O-])[O-] (sulfate), Cl (hydrochloric acid), [N+](=O)([O-])[O-].[Na+] (sodium nitrate). Solvent: O (water), O (water), O (water). Reaction conditions: time 1 hour. Yields the product ClC1=C(C(=CC=C1)F)[N+](=O)[O-] (2-Chloro-6-Fluoronitrobenzene). As a reaction SMILES: Cl.[Cl:2][C:3]1[CH:9]=[CH:8][CH:7]=[C:6]([F:10])[C:4]=1N.Cl.[N+:12]([O-:15])([O-])=[O:13].[Na+].S([O-])([O-])(=O)=O>O>[Cl:2][C:3]1[CH:9]=[CH:8][CH:7]=[C:6]([F:10])[C:4]=1[N+:12]([O-:15])=[O:13] |f:0.1,3.4|. Reported procedure: To a solution of 17.2 g. of 2-chloro-6-fluoroaniline hydrochloride and 12.5 ml. of concentrated hydrochloric acid in 150 ml. of water is added slowly a solution of 9 g. of sodium nitrate in 25 ml. of water. The temperature of the solution of kept below 5° at all times. This solution is then added to a stirred suspension of 18 g. of cuprocupric sulfate and 60 g. of sodium nitrate in 300 ml. of water at room temperature. The mixture is stirred for 1 hour then steam distilled until no trace of prod... Starting materials: OC1=CC2=C(NC(CO2)=O)C=C1 (7-Hydroxy-2H-1,4-benzoxazin-3(4H)-one), BrCCCCl (3-bromo-1-chloro-propane), [Na] (sodium). The solvent is C(C)OCCO (ethyleneglycol monoethyl ether). Product: ClCCCOC1=CC2=C(NC(CO2)=O)C=C1 (7-(3-chloropropoxy)-2H-1,4-benzoxazin-3(4H)-one). Yield: 65.0%. RXN SMILES: [OH:1][C:2]1[CH:12]=[CH:11][C:5]2[NH:6][C:7](=[O:10])[CH2:8][O:9][C:4]=2[CH:3]=1.Br[CH2:14][CH2:15][CH2:16][Cl:17].[Na]>C(OCCO)C>[Cl:17][CH2:16][CH2:15][CH2:14][O:1][C:2]1[CH:12]=[CH:11][C:5]2[NH:6][C:7](=[O:10])[CH2:8][O:9][C:4]=2[CH:3]=1 |^1:17|. Reported procedure: 7-Hydroxy-2H-1,4-benzoxazin-3(4H)-one was treated with 3-bromo-1-chloro-propane and sodium metal in ethyleneglycol monoethyl ether to give the desired product in 65% yield, mp 95° C.